This data is from the Open Reaction Database (ORD), a public repository of structured organic reaction records. The task is: describe an organic reaction: reactants, conditions, products, and yield The reactants are CO, CCCCOc1nc(N)c2[nH]c(=O)n(CCCN(Cc3cccc(CC(=O)OC)c3)C(=O)CC(=O)OC(C)(C)C)c2n1, C1COCCO1. Product: CCCCOc1nc(N)c2[nH]c(=O)n(CCCN(Cc3cccc(CC(=O)OC)c3)C(=O)CC(=O)OC)c2n1. RXN SMILES: [CH3:43][OH:44].[NH2:1][c:2]1[c:3]2[nH:4][c:5](=[O:42])[n:6]([CH2:16][CH2:17][CH2:18][N:19]([C:20]([CH2:21][C:22](=[O:23])[O:24][C:25]([CH3:26])([CH3:27])[CH3:28])=[O:29])[CH2:30][c:31]3[cH:32][c:33]([CH2:37][C:38](=[O:39])[O:40][CH3:41])[cH:34][cH:35][cH:36]3)[c:7]2[n:8][c:9]([O:11][CH2:12][CH2:13][CH2:14][CH3:15])[n:10]1.[O:45]1[CH2:46][CH2:47][O:48][CH2:49][CH2:50]1>>[NH2:1][c:2]1[c:3]2[nH:4][c:5](=[O:42])[n:6]([CH2:16][CH2:17][CH2:18][N:19]([C:20]([CH2:21][C:22](=[O:23])[O:24][CH3:25])=[O:29])[CH2:30][c:31]3[cH:32][c:33]([CH2:37][C:38](=[O:39])[O:40][CH3:41])[cH:34][cH:35][cH:36]3)[c:7]2[n:8][c:9]([O:11][CH2:12][CH2:13][CH2:14][CH3:15])[n:10]1. Reactants: CC(=O)N1CCc2c(sc(C)c2CCBr)C1, O=C([O-])[O-], CN(C)C=O, Cc1ccccc1, Cl, Fc1ccc2c(C3CCNCC3)noc2c1, [I-], [K+], [K+], [K+], O. Product: CC(=O)N1CCc2c(sc(C)c2CCN2CCC(c3noc4cc(F)ccc34)CC2)C1. As a reaction SMILES: [C:1]([CH3:2])(=[O:3])[N:4]1[CH2:5][c:6]2[c:7]([c:10]([CH2:14][CH2:15][Br:16])[c:11]([CH3:13])[s:12]2)[CH2:8][CH2:9]1.[C:34](=[O:35])([O-:36])[O-:37].[CH3:42][N:43]([CH3:44])[CH:45]=[O:46].[CH3:47][c:48]1[cH:49][cH:50][cH:51][cH:52][cH:53]1.[ClH:17].[F:18][c:19]1[cH:20][c:21]2[c:22]([c:23]([CH:26]3[CH2:27][CH2:28][NH:29][CH2:30][CH2:31]3)[n:24][o:25]2)[cH:32][cH:33]1.[I-:41].[K+:38].[K+:39].[K+:40].[OH2:54]>>[C:1]([CH3:2])(=[O:3])[N:4]1[CH2:5][c:6]2[c:7]([c:10]([CH2:14][CH2:15][N:29]3[CH2:28][CH2:27][CH:26]([c:23]4[c:22]5[c:21]([cH:20][c:19]([F:18])[cH:33][cH:32]5)[o:25][n:24]4)[CH2:31][CH2:30]3)[c:11]([CH3:13])[s:12]2)[CH2:8][CH2:9]1. The reactants are O (water), BrC1=CNC2=NC=C(C=C21)F (3-bromo-5-fluoro-1H-pyrrolo[2,3-b]pyridine), S(=O)(=O)(C1=CC=C(C)C=C1)Cl (tosyl chloride), [H-].[Na+] (Sodium hydride). The solvent is CN(C)C=O (DMF). Run at temperature 0 celsius, time 10 minute. Product: BrC1=CN(C2=NC=C(C=C21)F)S(=O)(=O)C2=CC=C(C=C2)C (3-bromo-5-fluoro-1-(p-tolylsulfonyl)pyrrolo[2,3-b]pyridine). Isolated yield 96.0%. As a reaction SMILES: [Br:1][C:2]1[C:10]2[C:5](=[N:6][CH:7]=[C:8]([F:11])[CH:9]=2)[NH:4][CH:3]=1.[H-].[Na+].[S:14](Cl)([C:17]1[CH:23]=[CH:22][C:20]([CH3:21])=[CH:19][CH:18]=1)(=[O:16])=[O:15].O>CN(C=O)C>[Br:1][C:2]1[C:10]2[C:5](=[N:6][CH:7]=[C:8]([F:11])[CH:9]=2)[N:4]([S:14]([C:17]2[CH:23]=[CH:22][C:20]([CH3:21])=[CH:19][CH:18]=2)(=[O:16])=[O:15])[CH:3]=1 |f:1.2|. Procedure details: 3-bromo-5-fluoro-1H-pyrrolo[2,3-b]pyridine (5.0 g, 23.3 mmol) was dissolved in DMF (37.5 mL) and cooled to 0° C. Sodium hydride (1.5 g, 37.2 mmol) was added and the reaction mixture was stirred for 10 minutes and then treated with tosyl chloride (6.6 g, 34.9 mmol). The mixture was stirred for 30 minutes at 0° C. and then at room temperature for another 90 minutes. The reaction mixture was poured into water (100 mL) and the resulting solid was collected, washed with water and hexanes three times ... Starting materials: O=[Ag], CCOC(=O)C1CC(O[Si](C)(C)C(C)(C)C)CC1CO, CI. The product is CCOC(=O)C1CC(O[Si](C)(C)C(C)(C)C)CC1COC. Reaction SMILES: [Ag:23]=[O:24].[CH2:1]([CH3:2])[O:3][C:4](=[O:5])[CH:6]1[CH:7]([CH2:19][OH:20])[CH2:8][CH:9]([O:11][Si:12]([CH3:13])([CH3:14])[C:15]([CH3:16])([CH3:17])[CH3:18])[CH2:10]1.[I:21][CH3:22]>>[CH2:1]([CH3:2])[O:3][C:4](=[O:5])[CH:6]1[CH:7]([CH2:19][O:20][CH3:22])[CH2:8][CH:9]([O:11][Si:12]([CH3:13])([CH3:14])[C:15]([CH3:16])([CH3:17])[CH3:18])[CH2:10]1. Starting materials: C(Cl)(Cl)Cl (chloroform), Cl.C(C1=CC=CC=C1)N1C[C@H]([C@@H](CC1)C1=CC=C(C=C1)F)COC1=CC2=C(C=C1)OCO2 ((±)-trans-1-benzyl-4-(4-fluorophenyl)-3-(3,4-methylenedioxyphenoxymethyl)piperidine hydrochloride), C([C@@H](O)[C@H](O)C(=O)O)(=O)O ((+)-D-tartaric acid), N (ammonia). Run in O (water), CO (methanol). Reaction conditions: time 2.5 hour. Product: C([C@@H](O)[C@H](O)C(=O)O)(=O)O.FC1=CC=C(C=C1)[C@H]1[C@@H](CNCC1)COC1=CC2=C(C=C1)OCO2 ((−)-trans-4-(4-flurophenyl)-3-(3,4-metylenedioxyphenoxymethyl)piperidine (+)-D-tartarate). Yield: 33.4%. As a reaction SMILES: Cl.C([N:9]1[CH2:14][CH2:13][C@@H:12]([C:15]2[CH:20]=[CH:19][C:18]([F:21])=[CH:17][CH:16]=2)[C@H:11]([CH2:22][O:23][C:24]2[CH:29]=[CH:28][C:27]3[O:30][CH2:31][O:32][C:26]=3[CH:25]=2)[CH2:10]1)C1C=CC=CC=1.C(Cl)(Cl)Cl.N.[C:38]([OH:47])(=[O:46])[C@H:39]([C@@H:41]([C:43]([OH:45])=[O:44])[OH:42])[OH:40]>CO.O>[C:38]([OH:47])(=[O:46])[C@H:39]([C@@H:41]([C:43]([OH:45])=[O:44])[OH:42])[OH:40].[F:21][C:18]1[CH:19]=[CH:20][C:15]([C@@H:12]2[CH2:13][CH2:14][NH:9][CH2:10][C@H:11]2[CH2:22][O:23][C:24]2[CH:29]=[CH:28][C:27]3[O:30][CH2:31][O:32][C:26]=3[CH:25]=2)=[CH:16][CH:17]=1 |f:0.1,7.8|. Procedure: A suspension containing 9.1 g (0.02 mol) of (±)-trans-1-benzyl-4-(4-fluorophenyl)-3-(3,4-methylenedioxyphenoxymethyl)piperidine hydrochloride in the mixture of 100 ml of chloroform and 50 ml of water is alkalinized to pH 9 by adding concentrated aqueous ammonia solution. After separation of the phases, the aqueous layer is extracted with 20 ml of chloroform. The combined organic phase is dried over magnesium sulfate and, after filtering the drying agent the solution is evaporated to solvent-free... The reactants are ClCCCBr, O=C([O-])[O-], CN(C)C=O, [K+], [K+], OCc1ccccc1S. Yields the product OCc1ccccc1SCCCCl. As a reaction SMILES: [Br:10][CH2:11][CH2:12][CH2:13][Cl:14].[C:15](=[O:16])([O-:17])[O-:18].[CH3:21][N:22]([CH3:23])[CH:24]=[O:25].[K+:19].[K+:20].[OH:1][CH2:2][c:3]1[c:4]([SH:9])[cH:5][cH:6][cH:7][cH:8]1>>[OH:1][CH2:2][c:3]1[c:4]([S:9][CH2:11][CH2:12][CH2:13][Cl:14])[cH:5][cH:6][cH:7][cH:8]1. The reactants are [Al+3], CCOC(C)=O, [H-], [H-], [H-], [H-], [Li+], [Na+], [Na+], C1CCOC1, O, O, O, O, O, O, O, O, O, O, O=S(=O)([O-])[O-], CCOC(=O)c1cnc(-c2ccccc2)nc1OCc1ccc(OCc2nc(-c3ccco3)oc2C)c(OC)c1. Product: COc1cc(COc2nc(-c3ccccc3)ncc2CO)ccc1OCc1nc(-c2ccco2)oc1C. RXN SMILES: [Al+3:42].[CH3:69][CH2:70][O:71][C:72](=[O:73])[CH3:74].[H-:41].[H-:44].[H-:45].[H-:46].[Li+:43].[Na+:62].[Na+:63].[O:64]1[CH2:65][CH2:66][CH2:67][CH2:68]1.[OH2:47].[OH2:48].[OH2:49].[OH2:50].[OH2:51].[OH2:52].[OH2:53].[OH2:54].[OH2:55].[OH2:56].[S:57]([O-:58])([O-:59])(=[O:60])=[O:61].[o:1]1[c:2](-[c:6]2[o:7][c:8]([CH3:40])[c:9]([CH2:11][O:12][c:13]3[c:14]([O:38][CH3:39])[cH:15][c:16]([CH2:17][O:18][c:19]4[n:20][c:21](-[c:30]5[cH:31][cH:32][cH:33][cH:34][cH:35]5)[n:22][cH:23][c:24]4[C:25](=[O:26])[O:27][CH2:28][CH3:29])[cH:36][cH:37]3)[n:10]2)[cH:3][cH:4][cH:5]1>>[o:1]1[c:2](-[c:6]2[o:7][c:8]([CH3:40])[c:9]([CH2:11][O:12][c:13]3[c:14]([O:38][CH3:39])[cH:15][c:16]([CH2:17][O:18][c:19]4[n:20][c:21](-[c:30]5[cH:31][cH:32][cH:33][cH:34][cH:35]5)[n:22][cH:23][c:24]4[CH2:25][OH:26])[cH:36][cH:37]3)[n:10]2)[cH:3][cH:4][cH:5]1.